This data is from the Open Reaction Database (ORD), a public repository of structured organic reaction records. The task is: describe an organic reaction: reactants, conditions, products, and yield Reactants: ClCC1=CC=C(C=C1)SC1=CC=CC=C1 (1-chloromethyl-4-phenylthiobenzene), [C-]#N.[Na+] (sodium cyanide), [Cl-].[Na+] (sodium chloride). Solvent: ice water. Run at time 17 hour. Yields the product C(#N)CC1=CC=C(C=C1)SC1=CC=CC=C1 (1-cyanomethyl-4-phenylthiobenzene). Isolated yield 100.7%. RXN SMILES: Cl[CH2:2][C:3]1[CH:8]=[CH:7][C:6]([S:9][C:10]2[CH:15]=[CH:14][CH:13]=[CH:12][CH:11]=2)=[CH:5][CH:4]=1.[C-:16]#[N:17].[Na+].[Cl-].[Na+]>>[C:16]([CH2:2][C:3]1[CH:8]=[CH:7][C:6]([S:9][C:10]2[CH:15]=[CH:14][CH:13]=[CH:12][CH:11]=2)=[CH:5][CH:4]=1)#[N:17] |f:1.2,3.4|. Procedure details: The 1-chloromethyl-4-phenylthiobenzene (3.0 g) is dissolved in N,N-dimemthylformamide (15 ml), and thereto is added finely divided sodium cyanide (1.0 g), and the mixture is stirred at room temperature for 17 hours. To the reaction mixture are added saturated aqueous sodium chloride solution (50 ml) and ice water (50 ml), and the mixture is extracted with ethyl acetate (100 ml×3). The combined extracts are washed with saturated aqueous sodium chloride solution (50 ml×3), dried over anhydrous sod... Yield: 69.4%. As a reaction SMILES: [NH2:1][CH2:2][CH2:3][CH2:4][S:5][C:6]1[C:14]2[C:13](=[O:15])[N:12]([CH3:16])[C:11](=[O:17])[N:10]([CH2:18][CH:19]([CH3:21])[CH3:20])[C:9]=2[S:8][C:7]=1[CH2:22][C:23]1[C:32]2[C:27](=[CH:28][CH:29]=[CH:30][CH:31]=2)[CH:26]=[CH:25][CH:24]=1.[CH3:33][N:34]([CH3:38])[C:35](Cl)=[O:36]>>[CH3:16][N:12]1[C:13](=[O:15])[C:14]2[C:6]([S:5][CH2:4][CH2:3][CH2:2][NH:1][C:35]([N:34]([CH3:38])[CH3:33])=[O:36])=[C:7]([CH2:22][C:23]3[C:32]4[C:27](=[CH:28][CH:29]=[CH:30][CH:31]=4)[CH:26]=[CH:25][CH:24]=3)[S:8][C:9]=2[N:10]([CH2:18][CH:19]([CH3:20])[CH3:21])[C:11]1=[O:17]. Product: CN1C(N(C2=C(C1=O)C(=C(S2)CC2=CC=CC1=CC=CC=C21)SCCCNC(=O)N(C)C)CC(C)C)=O (N-{3-[(1,2,3,4-Tetrahydro-3-methyl-1-(2-methylpropyl)-6-(1-naphthalenylmethyl)-2,4-dioxothieno[2,3-d]pyrimidin-5-yl)thio]propyl}-N′,N′-dimethylurea). Reactants: NCCCSC1=C(SC=2N(C(N(C(C21)=O)C)=O)CC(C)C)CC2=CC=CC1=CC=CC=C21 (5-[(3-aminopropyl)thio]-3-methyl-1-(2-methylpropyl)-6-(1-naphthalenylmethyl)thieno[2,3-d]pyrimidine-2,4(1H,3H)-dione), CN(C(=O)Cl)C (dimethylcarbamoyl chloride). Reported procedure: Prepared from 5-[(3-aminopropyl)thio]-3-methyl-1-(2-methylpropyl)-6-(1-naphthalenylmethyl)thieno[2,3-d]pyrimidine-2,4(1H,3H)-dione (10 mg) and dimethylcarbamoyl chloride (24.8 mg) following the method of Example 41 to give the title compound (8 mg). The reactants are C(Cl)Cl (methylene chloride), methyl ester, CSC=1C=C(C=C2CCC(NC12)C(F)(F)F)CC(=O)O (8-methylthio-1,2,3,4-tetrahydro-2-trifluoromethylquinoline-6-acetic acid), ClC1=CC(=CC=C1)C(=O)OO (m-chloroperbenzoic acid), C(O)([O-])=O.[Na+] (sodium hydrogen-carbonate), O (Water). Product: 620m, CS(=O)C=1C=C(C=C2CCC(NC12)C(F)(F)F)CC(=O)OC (methyl 8-methylsulfinyl-1,2,3,4-tetrahydro-2-trifluoromethylquinoline-6-acetate). Reaction SMILES: C(Cl)Cl.[CH3:4][S:5][C:6]1[CH:7]=[C:8]([CH2:20][C:21]([OH:23])=[O:22])[CH:9]=[C:10]2[C:15]=1[NH:14][CH:13]([C:16]([F:19])([F:18])[F:17])[CH2:12][CH2:11]2.Cl[C:25]1C=CC=C(C(OO)=O)C=1.C(=O)([O-])O.[Na+].[OH2:40]>>[CH3:4][S:5]([C:6]1[CH:7]=[C:8]([CH2:20][C:21]([O:23][CH3:25])=[O:22])[CH:9]=[C:10]2[C:15]=1[NH:14][CH:13]([C:16]([F:17])([F:18])[F:19])[CH2:12][CH2:11]2)=[O:40] |f:3.4|. Reported procedure: Into 30 ml of methylene chloride were dissolved 1.17 g of methyl ester of 8-methylthio-1,2,3,4-tetrahydro-2-trifluoromethylquinoline-6-acetic acid, and the mixture was stirred under cooling with ice. To this were added 870 mg of m-chloroperbenzoic acid and 336 mg of sodium hydrogen-carbonate, and the mixture was stirred for 1 hours. Water was added and the reaction mixture was extracted with methylene chloride, which was washed with saturated aqueous sodium bicarbonate, with water and with satur... Reactants: CCNC(=O)c1cncc(Br)c1, N#C[Cu]C#N. Yields the product CCNC(=O)c1cncc(C#N)c1. As a reaction SMILES: [Br:1][c:2]1[cH:3][n:4][cH:5][c:6]([C:7](=[O:8])[NH:9][CH2:10][CH3:11])[cH:12]1.[Cu:13]([C:14]#[N:15])[C:16]#[N:17]>>[c:2]1([C:14]#[N:15])[cH:3][n:4][cH:5][c:6]([C:7](=[O:8])[NH:9][CH2:10][CH3:11])[cH:12]1. Starting materials: C(C)OC(CC1C2=C(B(O1)O)C=C(C=C2CN=[N+]=[N-])OC2=NC=CN=C2)=O ([4-azidomethyl-1-hydroxy-6-(pyrazin-2-yloxy)-1,3-dihydro-benzo[c][1,2]oxaborol-3-yl]-acetic acid ethyl ester), Cl (HCl). Run in CC(=O)O (AcOH). Conditions: temperature 100 celsius. Yields the product N(=[N+]=[N-])CC1=CC(=CC=2B(OC(C21)CC(=O)O)O)OC2=NC=CN=C2 ([4-Azidomethyl-1-hydroxy-6-(pyrazin-2-yloxy)-1,3-dihydro-benzo[c][1,2]oxaborol-3-yl]-acetic acid). RXN SMILES: C([O:3][C:4](=[O:27])[CH2:5][CH:6]1[O:10][B:9]([OH:11])[C:8]2[CH:12]=[C:13]([O:20][C:21]3[CH:26]=[N:25][CH:24]=[CH:23][N:22]=3)[CH:14]=[C:15]([CH2:16][N:17]=[N+:18]=[N-:19])[C:7]1=2)C.Cl>CC(O)=O>[N:17]([CH2:16][C:15]1[C:7]2[CH:6]([CH2:5][C:4]([OH:27])=[O:3])[O:10][B:9]([OH:11])[C:8]=2[CH:12]=[C:13]([O:20][C:21]2[CH:26]=[N:25][CH:24]=[CH:23][N:22]=2)[CH:14]=1)=[N+:18]=[N-:19]. Procedure: To a mixture of [4-azidomethyl-1-hydroxy-6-(pyrazin-2-yloxy)-1,3-dihydro-benzo[c][1,2]oxaborol-3-yl]-acetic acid ethyl ester (200 mg, 0.54 mmol) was added 1N HCl (5 mL) and AcOH (20 mL). The mixture was heated at 100° C. for 4 h. The acid was removed under vacuum and the crude product was purified by HPLC, yielded 100 mg of desire product. 1H NMR (300 MHz, CD3CN) δ 8.59 (s, 1H), 8.44 (s, 1H), 8.23 (s, 1H), 8.20 (s, 1H), 7.59 (s, 1H), 7.43 (s, 1H), 5.81 (dd, 1H), 4.54-4.72 (m, 2H), 3.23-3.29 (m, ... The reactants are Br, CC(=O)O, COc1cc(-c2nc3ccccc3[nH]2)cc([N+](=O)[O-])c1O. Yields the product O=[N+]([O-])c1cc(-c2nc3ccccc3[nH]2)cc(O)c1O. RXN SMILES: [BrH:22].[CH3:23][C:24](=[O:25])[OH:26].[n:1]1[c:2](-[c:10]2[cH:11][c:12]([O:20][CH3:21])[c:13]([OH:19])[c:14]([N+:16](=[O:17])[O-:18])[cH:15]2)[nH:3][c:4]2[c:5]1[cH:6][cH:7][cH:8][cH:9]2>>[n:1]1[c:2](-[c:10]2[cH:11][c:12]([OH:20])[c:13]([OH:19])[c:14]([N+:16](=[O:17])[O-:18])[cH:15]2)[nH:3][c:4]2[c:5]1[cH:6][cH:7][cH:8][cH:9]2.